Dataset: the Open Reaction Database (ORD), a public repository of structured organic reaction records. Task: describe an organic reaction: reactants, conditions, products, and yield The reactants are CCOC(=O)COc1ccc(CC2SC(=O)NC2=O)cc1, Cl, [Na+], [OH-], O. Yields the product O=C(O)COc1ccc(CC2SC(=O)NC2=O)cc1. Reaction SMILES: [C:1](=[O:2])([O:3][CH2:4][CH3:5])[CH2:6][O:7][c:8]1[cH:9][cH:10][c:11]([CH2:12][CH:13]2[C:14](=[O:19])[NH:15][C:16](=[O:18])[S:17]2)[cH:20][cH:21]1.[ClH:24].[Na+:23].[OH-:22].[OH2:25]>>[C:1](=[O:2])([OH:3])[CH2:6][O:7][c:8]1[cH:9][cH:10][c:11]([CH2:12][CH:13]2[C:14](=[O:19])[NH:15][C:16](=[O:18])[S:17]2)[cH:20][cH:21]1. Starting materials: CC(=O)[O-], Cc1ccccc1, CCOC(=O)C=[N+]=[N-], CCCc1c(Cc2ccc(-c3ccccc3C#N)cc2)c(=O)n(C2CC(O)C2)c2ncnn12, [Rh+]. Product: CCCc1c(Cc2ccc(-c3ccccc3C#N)cc2)c(=O)n(C2CC(OCC(=O)OCC)C2)c2ncnn12. RXN SMILES: [C:42]([O-:43])(=[O:44])[CH3:45].[CH3:47][c:48]1[cH:49][cH:50][cH:51][cH:52][cH:53]1.[N+:34](=[N-:35])=[CH:36][C:37](=[O:38])[O:39][CH2:40][CH3:41].[OH:1][CH:2]1[CH2:3][CH:4]([n:6]2[c:7]3[n:8]([c:9]([CH2:28][CH2:29][CH3:30])[c:10]([CH2:13][c:14]4[cH:15][cH:16][c:17](-[c:20]5[c:21]([C:26]#[N:27])[cH:22][cH:23][cH:24][cH:25]5)[cH:18][cH:19]4)[c:11]2=[O:12])[n:31][cH:32][n:33]3)[CH2:5]1.[Rh+:46]>>[O:1]([CH:2]1[CH2:3][CH:4]([n:6]2[c:7]3[n:8]([c:9]([CH2:28][CH2:29][CH3:30])[c:10]([CH2:13][c:14]4[cH:15][cH:16][c:17](-[c:20]5[c:21]([C:26]#[N:27])[cH:22][cH:23][cH:24][cH:25]5)[cH:18][cH:19]4)[c:11]2=[O:12])[n:31][cH:32][n:33]3)[CH2:5]1)[CH2:36][C:37](=[O:38])[O:39][CH2:40][CH3:41]. Starting materials: C1CCOC1, COc1cc(CNCCC2CCOCC2)ccc1Oc1ccc(C(N)=O)cn1, CS(=O)(=O)O, CO. Product: COc1cc(CNCCC2CCOCC2)ccc1Oc1ccc(C(N)=O)cn1, CS(=O)(=O)O. RXN SMILES: [CH2:34]1[O:35][CH2:36][CH2:37][CH2:38]1.[CH3:1][O:2][c:3]1[c:4]([O:5][c:6]2[n:7][cH:8][c:9]([C:10](=[O:11])[NH2:12])[cH:13][cH:14]2)[cH:15][cH:16][c:17]([CH2:19][NH:20][CH2:21][CH2:22][CH:23]2[CH2:24][CH2:25][O:26][CH2:27][CH2:28]2)[cH:18]1.[CH3:29][S:30]([OH:31])(=[O:32])=[O:33].[CH3:39][OH:40]>>[CH3:1][O:2][c:3]1[c:4]([O:5][c:6]2[n:7][cH:8][c:9]([C:10](=[O:11])[NH2:12])[cH:13][cH:14]2)[cH:15][cH:16][c:17]([CH2:19][NH:20][CH2:21][CH2:22][CH:23]2[CH2:24][CH2:25][O:26][CH2:27][CH2:28]2)[cH:18]1.[CH3:29][S:30](=[O:31])(=[O:32])[OH:33].